describe an organic reaction: reactants, conditions, products, and yield From a dataset of the Open Reaction Database (ORD), a public repository of structured organic reaction records. The reactants are S(=O)(=O)(O)[O-].[K+] (potassium hydrogen sulfate), C(C)(C)(C)OC(=O)NCC=1C=CC(=C(C(=O)OC)C1)[N+](=O)[O-] (methyl 5-tert-butoxycarbonylaminomethyl-2-nitrobenzoate), [BH4-].[Na+] (sodium borohydride), CO (methanol). The solvent is C1CCOC1 (THF). Product: C(C)(C)(C)OC(=O)NCC=1C=CC(=C(CO)C1)[N+](=O)[O-] (5-tert-Butoxycarbonylaminomethyl-2-nitrobenzylalcohol). Yield: 63.7%. RXN SMILES: [C:1]([O:5][C:6]([NH:8][CH2:9][C:10]1[CH:11]=[CH:12][C:13]([N+:20]([O-:22])=[O:21])=[C:14]([CH:19]=1)[C:15](OC)=[O:16])=[O:7])([CH3:4])([CH3:3])[CH3:2].[BH4-].[Na+].CO.S([O-])(O)(=O)=O.[K+]>C1COCC1>[C:1]([O:5][C:6]([NH:8][CH2:9][C:10]1[CH:11]=[CH:12][C:13]([N+:20]([O-:22])=[O:21])=[C:14]([CH:19]=1)[CH2:15][OH:16])=[O:7])([CH3:4])([CH3:2])[CH3:3] |f:1.2,4.5|. Procedure details: To a solution of methyl 5-tert-butoxycarbonylaminomethyl-2-nitrobenzoate (2.0 g, 6.45 mmol) and sodium borohydride (740 mg, 19.56 mmol) in THF (11 mL) was added dropwise methanol (1.5 mL) over 1.5 h under reflux. After the addition was completed, the excess reagent was decomposed with 5% aqueous potassium hydrogen sulfate. The mixture was extracted with ethyl acetate. The organic layer was washed with brine, dried over magnesium sulfate, and concentrated. The residue was purified by silica gel c... The reactants are ClC1=CC=C(C=C1)N1C(=NC(=C1S(=O)(=O)C)C(=O)OC(C)(C)C)C1=C(C=C(C=C1)Cl)Cl (tert-butyl 1-(4-chlorophenyl)-2-(2,4-dichlorophenyl)-5-methylsulfonyl-1H-imidazole-4-carboxylate), C(=O)(C(F)(F)F)O (TFA), [SiH](CC)(CC)CC (Et3SiH). Solvent: C(Cl)Cl (CH2Cl2). Product: ClC1=CC=C(C=C1)N1C(=NC(=C1S(=O)(=O)C)C(=O)O)C1=C(C=C(C=C1)Cl)Cl (1-(4-chlorophenyl)-2-(2,4-dichlorophenyl)-5-methylsulfonyl-1H-imidazole-4-carboxylic acid). Reaction SMILES: [Cl:1][C:2]1[CH:7]=[CH:6][C:5]([N:8]2[C:12]([S:13]([CH3:16])(=[O:15])=[O:14])=[C:11]([C:17]([O:19]C(C)(C)C)=[O:18])[N:10]=[C:9]2[C:24]2[CH:29]=[CH:28][C:27]([Cl:30])=[CH:26][C:25]=2[Cl:31])=[CH:4][CH:3]=1.C(O)(C(F)(F)F)=O.[SiH](CC)(CC)CC>C(Cl)Cl>[Cl:1][C:2]1[CH:7]=[CH:6][C:5]([N:8]2[C:12]([S:13]([CH3:16])(=[O:15])=[O:14])=[C:11]([C:17]([OH:19])=[O:18])[N:10]=[C:9]2[C:24]2[CH:29]=[CH:28][C:27]([Cl:30])=[CH:26][C:25]=2[Cl:31])=[CH:4][CH:3]=1. Procedure details: To a magnetically stirred solution of tert-butyl 1-(4-chlorophenyl)-2-(2,4-dichlorophenyl)-5-methylsulfonyl-1H-imidazole-4-carboxylate (4.76 g, 9.49 mmol) in CH2Cl2 (60 ml) was added excess TFA (9.40 ml, 0.2124 mol) and Et3SiH (3.8 ml, 0.0238 mol). The solution was reacted at room temperature for 16 h and concentrated in vacuo. Water was added and the formed precipitate was collected by filtration and subsequently dried to give 1-(4-chlorophenyl)-2-(2,4-dichlorophenyl)-5-methylsulfonyl-1H-imidaz... Starting materials: COC(=O)C=1C=C2C=CC(=CC2=CC1)C(C(=O)O)C (6-methoxycarbonyl-2-naphthyl-α-methylacetic acid), [OH-].[Na+] (sodium hydroxide), O (water). Run in CO (methanol). Reaction conditions: time 18 hour. Yields the product OCC=1C=C2C=CC(=CC2=CC1)C(C(=O)O)C (6-hydroxymethyl-2-naphthyl-α-methylacetic acid). Reaction SMILES: C[O:2][C:3]([C:5]1[CH:6]=[C:7]2[C:12](=[CH:13][CH:14]=1)[CH:11]=[C:10]([CH:15]([CH3:19])[C:16]([OH:18])=[O:17])[CH:9]=[CH:8]2)=O.[OH-].[Na+].O>CO>[OH:2][CH2:3][C:5]1[CH:6]=[C:7]2[C:12](=[CH:13][CH:14]=1)[CH:11]=[C:10]([CH:15]([CH3:19])[C:16]([OH:18])=[O:17])[CH:9]=[CH:8]2 |f:1.2|. Procedure details: A mixture of 25.8 g. of 6-methoxycarbonyl-2-naphthyl-α-methylacetic acid, 4 g. of sodium hydroxide, 10 ml. of water, and 500 ml. of methanol are heated to 50° C, cooled and evaporated. The residue is taken up in 500 ml. of diethylene glycol diemthyl ether and diborane is bubbled through. The resulting mixture is saturated with diborane and then is allowed to stand for 18 hours. The reaction mixture is acidified by the addition of aqueous 1N hydrochloric acid. The mixture is extracted with methyl...